This data is from the Open Reaction Database (ORD), a public repository of structured organic reaction records. The task is: describe an organic reaction: reactants, conditions, products, and yield Starting materials: CCO, CN(c1ccccc1)c1nc(Cl)nc2ccccc12, Nc1ccccc1. Yields the product Cl, CN(c1ccccc1)c1nc(Nc2ccccc2)nc2ccccc12. As a reaction SMILES: [CH3:27][CH2:28][OH:29].[Cl:1][c:2]1[n:3][c:4]2[cH:5][cH:6][cH:7][cH:8][c:9]2[c:10]([N:12]([CH3:13])[c:14]2[cH:15][cH:16][cH:17][cH:18][cH:19]2)[n:11]1.[NH2:20][c:21]1[cH:22][cH:23][cH:24][cH:25][cH:26]1>>[ClH:1].[c:2]1([NH:20][c:21]2[cH:22][cH:23][cH:24][cH:25][cH:26]2)[n:3][c:4]2[cH:5][cH:6][cH:7][cH:8][c:9]2[c:10]([N:12]([CH3:13])[c:14]2[cH:15][cH:16][cH:17][cH:18][cH:19]2)[n:11]1. Starting materials: CC(C(=O)Cl)(CC)C (2,2-dimethylbutyryl chloride), [Si](C1=CC=CC=C1)(C1=CC=CC=C1)(C(C)(C)C)O[C@H]1C[C@H]2CC[C@H]3[C@@H]4CC[C@@H]([C@@]4(C)[C@H](C[C@@H]3[C@]2(CC1)C)O)C(CC=C(C1=CC=CC=C1)C1=CC=CC=C1)C (3α-tert-butyldiphenylsilyloxy-17β-[(1,1-diphenyl)-1-penten-4-yl]-12α-hydroxy-5β-androstane), N1(CCCC1)C1=CC=NC=C1 (4-pyrrolidinopyridine), CC(C(=O)Cl)(CC)C (2,2-dimethylbutyryl chloride). Solvent: N1=CC=CC=C1 (pyridine), CCOCC (ether), CCCCCC (hexane). Reaction conditions: temperature 110 celsius, time 1 hour. Product: [Si](C1=CC=CC=C1)(C1=CC=CC=C1)(C(C)(C)C)O[C@H]1C[C@H]2CC[C@H]3[C@@H]4CC[C@@H]([C@@]4(C)[C@H](C[C@@H]3[C@]2(CC1)C)OC(C(CC)(C)C)=O)C(CC=C(C1=CC=CC=C1)C1=CC=CC=C1)C (3α-tert-butyldiphenylsilyloxy-12α-(2,2-dimethyl)butyryloxy-17β-[(1,1-diphenyl)-1-penten-4-yl]-5β-androstane). RXN SMILES: [Si:1]([O:18][C@@H:19]1[CH2:36][CH2:35][C@@:34]2([CH3:37])[C@H:21]([CH2:22][CH2:23][C@@H:24]3[C@@H:33]2[CH2:32][C@H:31]([OH:38])[C@@:29]2([CH3:30])[C@H:25]3[CH2:26][CH2:27][C@@H:28]2[CH:39]([CH3:55])[CH2:40][CH:41]=[C:42]([C:49]2[CH:54]=[CH:53][CH:52]=[CH:51][CH:50]=2)[C:43]2[CH:48]=[CH:47][CH:46]=[CH:45][CH:44]=2)[CH2:20]1)([C:14]([CH3:17])([CH3:16])[CH3:15])([C:8]1[CH:13]=[CH:12][CH:11]=[CH:10][CH:9]=1)[C:2]1[CH:7]=[CH:6][CH:5]=[CH:4][CH:3]=1.N1(C2C=CN=CC=2)CCCC1.[CH3:67][C:68]([CH3:74])([CH2:72][CH3:73])[C:69](Cl)=[O:70]>N1C=CC=CC=1.CCOCC.CCCCCC>[Si:1]([O:18][C@@H:19]1[CH2:36][CH2:35][C@@:34]2([CH3:37])[C@H:21]([CH2:22][CH2:23][C@@H:24]3[C@@H:33]2[CH2:32][C@H:31]([O:38][C:69](=[O:70])[C:68]([CH3:74])([CH3:67])[CH2:72][CH3:73])[C@@:29]2([CH3:30])[C@H:25]3[CH2:26][CH2:27][C@@H:28]2[CH:39]([CH3:55])[CH2:40][CH:41]=[C:42]([C:43]2[CH:48]=[CH:47][CH:46]=[CH:45][CH:44]=2)[C:49]2[CH:54]=[CH:53][CH:52]=[CH:51][CH:50]=2)[CH2:20]1)([C:14]([CH3:16])([CH3:15])[CH3:17])([C:8]1[CH:13]=[CH:12][CH:11]=[CH:10][CH:9]=1)[C:2]1[CH:7]=[CH:6][CH:5]=[CH:4][CH:3]=1. Procedure: 3α-tert-butyldiphenylsilyloxy-17β-[(1,1-diphenyl)-1-penten-4-yl]-12α-hydroxy-5β-androstane (10.6 g), 4-pyrrolidinopyridine (0.207 g) and 2,2-dimethylbutyryl chloride (2.25 g) are dissolved in pyridine (55 ml) and the solution warmed to 110° C., stirred for about 1 hour, additional 2,2-dimethylbutyryl chloride (2.25 g) is added and stirring continued for about 14 hours at 110° C. The mixture is cooled, diluted with 20% ether in hexane and washed with water, then 1M hydrochloric acid. The organic ...